Dataset: the Open Reaction Database (ORD), a public repository of structured organic reaction records. Task: describe an organic reaction: reactants, conditions, products, and yield Reactants: Cl.C1=C2[C@H]3[C@H](C(N4C2=C(C=C1)CCC4)=O)CNC3 ((±)-trans-5,6,9,10,11,11a-hexahydro-4H-pyrido[3,2,1-ij]pyrrolo[3,4-c]quinolin-8(8aH)-one, hydrochloride salt), C=O (formaldehyde), C(C)(=O)O[BH-](OC(C)=O)OC(C)=O.[Na+] (sodium triacetoxyborohydride), residue, Cl (HCl). Solvent: ClCCCl (1,2-dichloroethane), C(C)O (ethanol), CCOCC (ether), CCOCC (ether). Reaction conditions: time 1 hour. The product is Cl.CN1C[C@H]2C(N3C4=C(C=CC=C4[C@@H]2C1)CCC3)=O ((±)-trans-10-methyl-5,6,9,10,11,11a-hexahydro-4H-pyrido[3,2,1-ij]pyrrolo[3,4-c]quinolin-8(8aH)-one, hydrochloride salt). Isolated yield 11.8%. RXN SMILES: [ClH:1].[CH:2]1[CH:11]=[CH:10][C:9]2[CH2:12][CH2:13][CH2:14][N:7]3[C:8]=2[C:3]=1[C@@H:4]1[CH2:18][NH:17][CH2:16][C@H:5]1[C:6]3=[O:15].C=O.[C:21](O[BH-](OC(=O)C)OC(=O)C)(=O)C.[Na+].Cl>ClCCCl.C(O)C.CCOCC>[ClH:1].[CH3:21][N:17]1[CH2:18][C@@H:4]2[C@H:5]([C:6](=[O:15])[N:7]3[CH2:14][CH2:13][CH2:12][C:9]4[CH:10]=[CH:11][CH:2]=[C:3]2[C:8]3=4)[CH2:16]1 |f:0.1,3.4,9.10|. Procedure details: To a solution of (±)-trans-5,6,9,10,11,11a-hexahydro-4H-pyrido[3,2,1-ij]pyrrolo[3,4-c]quinolin-8(8aH)-one, hydrochloride salt from EXAMPLE 3 (200 mg, 0.76 mmol) in 5 mL of 1,2-dichloroethane was added 37% aqueous formaldehyde (0.065 mL, 0.76 mmol) and sodium triacetoxyborohydride (260 mg, 1.22 mmol). The resulting mixture was stirred at ambient temperature for 1 h and then the reaction was quenched with water. The mixture was partitioned between chloroform and saturated aqueous sodium carbonate.... The reactants are FC(C1=CC=C(C=CC(=O)O)C=C1)(F)F (4-trifluoromethylcinnamic acid), S(O)(O)(=O)=O (sulfuric acid), C(C)O (ethanol). Product: C(C)OC(C=CC1=CC=C(C=C1)C(F)(F)F)=O (4-trifluoromethylcinnamic acid ethyl ester). As a reaction SMILES: [F:1][C:2]([F:15])([F:14])[C:3]1[CH:13]=[CH:12][C:6]([CH:7]=[CH:8][C:9]([OH:11])=[O:10])=[CH:5][CH:4]=1.S(=O)(=O)(O)O.[CH2:21](O)[CH3:22]>>[CH2:21]([O:10][C:9](=[O:11])[CH:8]=[CH:7][C:6]1[CH:5]=[CH:4][C:3]([C:2]([F:14])([F:15])[F:1])=[CH:13][CH:12]=1)[CH3:22]. Procedure details: A suspension of 300 g of 4-trifluoromethylcinnamic acid (J. Org. Chem. 43:980 (1980) and 25 ml of concentrated sulfuric acid in 1.7 liters of ethanol is heated to reflux for 24 hours. The solution is concentrated, cooled, and filtered to give as a white solid, 4-trifluoromethylcinnamic acid ethyl ester, mp 40°-41° C.